From a dataset of the Open Reaction Database (ORD), a public repository of structured organic reaction records. describe an organic reaction: reactants, conditions, products, and yield The reactants are OCc1c(Cl)cncc1Cl, ClCCl, C1=COCCC1, O, Cc1ccc(S(=O)(=O)O)cc1. Product: Clc1cncc(Cl)c1COC1CCCCO1. RXN SMILES: [Cl:19][c:20]1[cH:21][n:22][cH:23][c:24]([Cl:28])[c:25]1[CH2:26][OH:27].[Cl:29][CH2:30][Cl:31].[O:1]1[CH2:2][CH2:3][CH2:4][CH:5]=[CH:6]1.[OH2:7].[c:8]1([CH3:9])[cH:10][cH:11][c:12]([S:13]([OH:14])(=[O:15])=[O:16])[cH:17][cH:18]1>>[O:1]1[CH2:2][CH2:3][CH2:4][CH2:5][CH:6]1[O:27][CH2:26][c:25]1[c:20]([Cl:19])[cH:21][n:22][cH:23][c:24]1[Cl:28]. The reactants are ClC=1C=C(C=CC1Cl)CC(=S)N (2-(3,4-Dichloro-phenyl)-thioacetamide), BrCC(=O)C1=CC=C(C=C1)N1C=NC(=C1)C (2-bromo-1-[4-(4-methyl-imidazole-1-yl)-phenyl]-ethanone), C(C)#N.O.C(=O)(C(F)(F)F)O (acetonitrile water TFA). The solvent is CN(C)C=O (DMF). Reaction conditions: time 6 hour. Product: ClC=1C=C(CC=2SC=C(N2)C2=CC=C(C=C2)N2C=NC(=C2)C)C=CC1Cl (2-(3,4-Dichloro-benzyl)-4-[4-(4-methyl-imidazole-1-yl)-phenyl]-thiazole), C(=O)(C(F)(F)F)O (TFA). RXN SMILES: [Cl:1][C:2]1[CH:3]=[C:4]([CH2:9][C:10]([NH2:12])=[S:11])[CH:5]=[CH:6][C:7]=1[Cl:8].Br[CH2:14][C:15]([C:17]1[CH:22]=[CH:21][C:20]([N:23]2[CH:27]=[C:26]([CH3:28])[N:25]=[CH:24]2)=[CH:19][CH:18]=1)=O.C(#N)C.O.[C:33]([OH:39])([C:35]([F:38])([F:37])[F:36])=[O:34]>CN(C=O)C>[Cl:1][C:2]1[CH:3]=[C:4]([CH:5]=[CH:6][C:7]=1[Cl:8])[CH2:9][C:10]1[S:11][CH:14]=[C:15]([C:17]2[CH:18]=[CH:19][C:20]([N:23]3[CH:27]=[C:26]([CH3:28])[N:25]=[CH:24]3)=[CH:21][CH:22]=2)[N:12]=1.[C:33]([OH:39])([C:35]([F:38])([F:37])[F:36])=[O:34] |f:2.3.4|. Reported procedure: The thioacetamide 1213 (0.08 mmol) and 2-bromo-1-[4-(4-methyl-imidazole-1-yl)-phenyl]-ethanone (0.08 mmol) 10 were dissolved in 1 ml DMF. The reaction was stirred at 70 C for 6 hours. After cooling to room temperature, the reaction mixture was directly injected into a reversed phase HPLC (Gilson 215) using acetonitrile/water/TFA gradient and C18 stationary phase to isolate and then concentrate to give the title product 1214 as a TFA salt. Reaction SMILES: [C:9]([c:10]1[nH:11][cH:12][cH:13][n:14]1)([c:15]1[nH:16][cH:17][cH:18][n:19]1)=[O:20].[NH2:21][CH:22]([CH2:23][c:24]1[cH:25][nH:26][c:27]2[cH:28][cH:29][cH:30][cH:31][c:32]12)[c:33]1[nH:34][cH:35][c:36](-[c:38]2[cH:39][cH:40][cH:41][cH:42][cH:43]2)[n:37]1.[o:1]1[c:2]([C:6](=[O:7])[OH:8])[cH:3][cH:4][cH:5]1>>[o:1]1[c:2]([C:6](=[O:8])[NH:21][CH:22]([CH2:23][c:24]2[cH:25][nH:26][c:27]3[cH:28][cH:29][cH:30][cH:31][c:32]23)[c:33]2[nH:34][cH:35][c:36](-[c:38]3[cH:39][cH:40][cH:41][cH:42][cH:43]3)[n:37]2)[cH:3][cH:4][cH:5]1. The product is O=C(NC(Cc1c[nH]c2ccccc12)c1nc(-c2ccccc2)c[nH]1)c1ccco1. The reactants are O=C(c1ncc[nH]1)c1ncc[nH]1, NC(Cc1c[nH]c2ccccc12)c1nc(-c2ccccc2)c[nH]1, O=C(O)c1ccco1.